The task is: describe an organic reaction: reactants, conditions, products, and yield. This data is from the Open Reaction Database (ORD), a public repository of structured organic reaction records. The reactants are O1C2C1CCC=CCCC=CCC2 (1,2-epoxy-5,9-cyclododecadiene), [H][H] (hydrogen). Reagents/catalysts: [Pd] (palladium). Product: C1(CCCCCCCCCCC1)O (cyclododecanol). Isolated yield 5.0%. RXN SMILES: [O:1]1[CH:3]2[CH2:4][CH2:5][CH:6]=[CH:7][CH2:8][CH2:9][CH:10]=[CH:11][CH2:12][CH2:13][CH:2]12.[H][H]>[Pd]>[CH:2]1([OH:1])[CH2:13][CH2:12][CH2:11][CH2:10][CH2:9][CH2:8][CH2:7][CH2:6][CH2:5][CH2:4][CH2:3]1. Procedure: Also, the Drafted Report of 24th Symposium of Development in Reaction and Synthesis, Nov. 5 to 6, 1998, page 68, discloses a method of hydrogenating 1,2-epoxy-5,9-cyclododecadiene with hydrogen at ambient atmospheric pressure and room temperature in the presence of a catalyst comprising palladium carried on a carrier consisting of a carbon material. In this method, cyclododecanol was produced with a yield of 5% and no cyclododecanone was obtained. The reactants are ClC1=CC=C2C=CC(=NC2=C1)C (7-chloroquinaldine), OC=1C=C(C=O)C=CC1 (3-hydroxybenzaldehyde), C(C)(=O)OC(C)=O (acetic anhydride). Product: C(C)(=O)OC1=CC(=CC=C1)\C=C\C1=NC2=CC(=CC=C2C=C1)Cl ((E)-3-(7-chloro-2-quinolinylethenyl)phenyl acetate). RXN SMILES: [Cl:1][C:2]1[CH:11]=[C:10]2[C:5]([CH:6]=[CH:7][C:8]([CH3:12])=[N:9]2)=[CH:4][CH:3]=1.[OH:13][C:14]1[CH:15]=[C:16]([CH:19]=[CH:20][CH:21]=1)[CH:17]=O.[C:22](OC(=O)C)(=[O:24])[CH3:23]>>[C:22]([O:13][C:14]1[CH:21]=[CH:20][CH:19]=[C:16](/[CH:17]=[CH:12]/[C:8]2[CH:7]=[CH:6][C:5]3[C:10](=[CH:11][C:2]([Cl:1])=[CH:3][CH:4]=3)[N:9]=2)[CH:15]=1)(=[O:24])[CH3:23]. Procedure details: A solution of 7-chloroquinaldine (10 g, 56.3 mmol) and 3-hydroxybenzaldehyde (6.87 g, 56.3 mmol) in 25 ml of acetic anhydride is heated at 130° C. for 16 hours. The reaction mixture is concentrated and the beige solid recrystallized from hexane-ethyl acetate to afford (E)-3-(7-chloro-2-quinolinylethenyl)phenyl acetate which is used directly in the next step. The reactants are O (water), [OH-].[K+] (potassium hydroxide), C(C)I (ethyl iodide), BrC1=C(C=C2C(CC(NC2=C1)=O)(C)C)C (7-bromo-4,4,6-trimethyl-3,4-dihydro-1H-quinoline-2-one). The solvent is CS(=O)C (DMSO). Conditions: temperature 0 celsius, time 10 minute. The product is BrC1=C(C=C2C(CC(N(C2=C1)C)=O)(C)C)C (7-bromo-1,4,4,6-tetramethyl-3,4-dihydro-1H-quinoline-2-one). The yield is 104.5%. RXN SMILES: [OH-].[K+].[Br:3][C:4]1[CH:13]=[C:12]2[C:7]([C:8]([CH3:16])([CH3:15])[CH2:9][C:10](=[O:14])[NH:11]2)=[CH:6][C:5]=1[CH3:17].[CH2:18](I)C.O>CS(C)=O>[Br:3][C:4]1[CH:13]=[C:12]2[C:7]([C:8]([CH3:15])([CH3:16])[CH2:9][C:10](=[O:14])[N:11]2[CH3:18])=[CH:6][C:5]=1[CH3:17] |f:0.1|. Procedure details: A mixture of powdered potassium hydroxide (3.35 g, 59.67 mmol) in DMSO (40 mL) was stirred at 0° C. for 10 min. 7-bromo-4,4,6-trimethyl-3,4-dihydro-1H-quinoline-2-one (Example 2c) (8.0 g, 29.83 mmol) was added cautiously, followed immediately by the addition of ethyl iodide (12 mL, 149.17 mmol). The reaction mixture was kept at 0° C. for 30 min then slowly warmed up to room temperature and stirred overnight at room temperature. The reaction mixture was poured into water and extracted with dichlo... As a reaction SMILES: [C:44]([BH3-:45])#[N:46].[CH2:48]([Cl:49])[Cl:50].[CH3:30][CH:31]1[N:32]([C:37](=[O:38])[O:39][C:40]([CH3:41])([CH3:42])[CH3:43])[CH2:33][CH2:34][NH:35][CH2:36]1.[F:1][c:2]1[cH:3][cH:4][c:5]([CH:8]2[CH:9]([c:22]3[cH:23][cH:24][c:25]([CH:26]=[O:27])[cH:28][cH:29]3)[NH:10][c:11]3[c:12]4[c:13]2[n:14][nH:15][c:16](=[O:21])[c:17]4[cH:18][cH:19][cH:20]3)[cH:6][cH:7]1.[Na+:47]>>[F:1][c:2]1[cH:3][cH:4][c:5]([CH:8]2[CH:9]([c:22]3[cH:23][cH:24][c:25]([CH2:26][N:35]4[CH2:34][CH2:33][N:32]([C:37](=[O:38])[O:39][C:40]([CH3:41])([CH3:42])[CH3:43])[CH:31]([CH3:30])[CH2:36]4)[cH:28][cH:29]3)[NH:10][c:11]3[c:12]4[c:13]2[n:14][nH:15][c:16](=[O:21])[c:17]4[cH:18][cH:19][cH:20]3)[cH:6][cH:7]1. The product is CC1CN(Cc2ccc(C3Nc4cccc5c(=O)[nH]nc(c45)C3c3ccc(F)cc3)cc2)CCN1C(=O)OC(C)(C)C. The reactants are [BH3-]C#N, ClCCl, CC1CNCCN1C(=O)OC(C)(C)C, O=Cc1ccc(C2Nc3cccc4c(=O)[nH]nc(c34)C2c2ccc(F)cc2)cc1, [Na+]. The reactants are N1CCC(CC1)N1C(NC2=NC=CC=C21)=O (1-piperidin-4-yl-1,3-dihydroimidazo[4,5-b]pyridin-2-one), CN1C(OC2=C1C(=CC(=C2)C(=O)C2=CC(=C(C#N)C=C2)F)C)=O (4-(3,4-dimethyl-2-oxo-2,3-dihydro-benzoxazole-6-carbonyl)-2-fluoro-benzonitrile). Run in CN(C)C=O (DMF). Run at temperature 300 celsius. Yields the product CN1C(OC2=C1C(=CC(=C2)C(=O)C2=CC(=C(C#N)C=C2)N2CCC(CC2)N2C(NC1=NC=CC=C12)=O)C)=O (4-(3,4-dimethyl-2-oxo-2,3-dihydro-benzoxazole-6-carbonyl)-2-[4-(2-oxo-2,3-dihydro-imidazo[4,5-b]pyridin-1-yl)-piperidin-1-yl]-benzonitrile). Reaction SMILES: [NH:1]1[CH2:6][CH2:5][CH:4]([N:7]2[C:15]3[C:10](=[N:11][CH:12]=[CH:13][CH:14]=3)[NH:9][C:8]2=[O:16])[CH2:3][CH2:2]1.[CH3:17][N:18]1[C:22]2[C:23]([CH3:38])=[CH:24][C:25]([C:27]([C:29]3[CH:36]=[CH:35][C:32]([C:33]#[N:34])=[C:31](F)[CH:30]=3)=[O:28])=[CH:26][C:21]=2[O:20][C:19]1=[O:39]>CN(C=O)C>[CH3:17][N:18]1[C:22]2[C:23]([CH3:38])=[CH:24][C:25]([C:27]([C:29]3[CH:36]=[CH:35][C:32]([C:33]#[N:34])=[C:31]([N:1]4[CH2:2][CH2:3][CH:4]([N:7]5[C:15]6[C:10](=[N:11][CH:12]=[CH:13][CH:14]=6)[NH:9][C:8]5=[O:16])[CH2:5][CH2:6]4)[CH:30]=3)=[O:28])=[CH:26][C:21]=2[O:20][C:19]1=[O:39]. Reported procedure: 0.26 g (1.2 mmol) 1-piperidin-4-yl-1,3-dihydroimidazo[4,5-b]pyridin-2-one and 93 mg (0.30 mmol) 4-(3,4-dimethyl-2-oxo-2,3-dihydro-benzoxazole-6-carbonyl)-2-fluoro-benzonitrile were combined and heated to 300° C. for approx. 10 min. Then the mixture was dissolved in DMF and purified by preparative HPLC-MS. The fractions containing the product were combined and the organic solvent was evaporated down. The residue was neutralised with 1N aqueous sodium hydroxide solution, the precipitate formed was... Reactants: BrCC1(S[C@H]2N(C1C(=O)OCC(Cl)(Cl)Cl)C(C2NC(CN2N=NN=C2)=O)=O)C (2,2,2-trichloroethyl 2-bromomethyl-2-methyl-6-[2-(1H-tetrazol-1-yl)-acetamido]penam-3-carboxylate), CN1N=NN=C1S (1-methyl-1H-tetrazole-5-thiol). Run in P(=O)([O-])([O-])[O-] (phosphate), CC(=O)C (acetone). The product is CN1N=NN=C1SCC1(S[C@H]2N(C1C(=O)OCC(Cl)(Cl)Cl)C(C2NC(CN2N=NN=C2)=O)=O)C (2,2,2-trichloroethyl 2-(1-methyl-1H-tetrazol-5-yl)thiomethyl-2-methyl-6-[2-(1H-tetrazol-1-yl)acetamido]penam-3-carboxylate). As a reaction SMILES: Br[CH2:2][C:3]1([CH3:28])[CH:7]([C:8]([O:10][CH2:11][C:12]([Cl:15])([Cl:14])[Cl:13])=[O:9])[N:6]2[C:16](=[O:27])[CH:17]([NH:18][C:19](=[O:26])[CH2:20][N:21]3[CH:25]=[N:24][N:23]=[N:22]3)[C@H:5]2[S:4]1.[CH3:29][N:30]1[C:34]([SH:35])=[N:33][N:32]=[N:31]1>P([O-])([O-])([O-])=O.CC(C)=O>[CH3:29][N:30]1[C:34]([S:35][CH2:2][C:3]2([CH3:28])[CH:7]([C:8]([O:10][CH2:11][C:12]([Cl:15])([Cl:14])[Cl:13])=[O:9])[N:6]3[C:16](=[O:27])[CH:17]([NH:18][C:19](=[O:26])[CH2:20][N:21]4[CH:25]=[N:24][N:23]=[N:22]4)[C@H:5]3[S:4]2)=[N:33][N:32]=[N:31]1. Procedure details: By treating in the similar manner as described in Example 11 using 2,2,2-trichloroethyl 2-bromomethyl-2-methyl-6-[2-(1H-tetrazol-1-yl)-acetamido]penam-3-carboxylate and 1-methyl-1H-tetrazole-5-thiol in a mixture of pH 6.85 phosphate buffer and acetone, there was obtained amorphous 2,2,2-trichloroethyl 2-(1-methyl-1H-tetrazol-5-yl)thiomethyl-2-methyl-6-[2-(1H-tetrazol-1-yl)acetamido]penam-3-carboxylate. Reactants: SC1=CC=C(C(=O)O)C=C1 (4-mercaptobenzoic acid), ClC1=C(C=CC(=C1)I)NC([C@@](C(F)(F)F)(C)O)=O ((R)-N-(2-chloro-4-iodophenyl)-2-hydroxy-2-methyl-3,3,3-trifluoropropanamide), SC1=CC=C(C(=O)O)C=C1 (4-mercaptobenzoic acid). Reagents/catalysts: [Cu-]=O (copper (I) oxide). The solvent is CN(C)C=O (DMF). Conditions: time 2 hour. Yields the product ClC1=C(C=CC(=C1)SC1=CC=C(C=C1)C(=O)O)NC([C@@](C(F)(F)F)(C)O)=O ((R)-N-[2-Chloro-4-(4-carboxyphenylsulphanyl)phenyl]-2-hydroxy-2-methyl-3,3,3-trifluoropropanamide). Isolated yield 95.8%. Reaction SMILES: [SH:1][C:2]1[CH:10]=[CH:9][C:5]([C:6]([OH:8])=[O:7])=[CH:4][CH:3]=1.[Cl:11][C:12]1[CH:17]=[C:16](I)[CH:15]=[CH:14][C:13]=1[NH:19][C:20](=[O:28])[C@:21]([OH:27])([CH3:26])[C:22]([F:25])([F:24])[F:23]>CN(C=O)C.[Cu-]=O>[Cl:11][C:12]1[CH:17]=[C:16]([S:1][C:2]2[CH:10]=[CH:9][C:5]([C:6]([OH:8])=[O:7])=[CH:4][CH:3]=2)[CH:15]=[CH:14][C:13]=1[NH:19][C:20](=[O:28])[C@:21]([OH:27])([CH3:26])[C:22]([F:23])([F:25])[F:24]. Procedure details: A mixture of 4-mercaptobenzoic acid (0.308 g), (R)-N-(2-chloro-4-iodophenyl)-2-hydroxy-2-methyl-3,3,3-trifluoropropanamide (Example 197) (0.786 g) and copper (I) oxide (0.143 g) in DMF (5 ml) was stirred and heated under reflux for 1 hour. More 4-mercaptobenzoic acid (0.308 g) was added and heating was continued for a further 2 hours. The mixture was cooled, filtered, and the filter washed with DMF (5 ml). The filtrates were concentrated by evaporation and the residual solid was extracted with b... Starting materials: C(=O)C1=C(N=C2N1C=CC=C2O)C (3-formyl-8-hydroxy-2-methylimidazo[1,2-a]pyridine), C([O-])([O-])=O.[Na+].[Na+] (sodium carbonate), C(C)(C)(C)OC(=O)NC1=C(CCl)C(=CC=C1)C (2-tert-butoxycarbonylamino-6-methylbenzyl chloride), [I-].[Na+] (sodium iodide). Run in CC(=O)C (acetone). Product: C(C)(C)(C)OC(=O)NC1=C(COC=2C=3N(C=CC2)C(=C(N3)C)C=O)C(=CC=C1)C (8-(2-tert-Butoxycarbonylamino-6-methylbenzyloxy)-3-formyl-2-methylimidazo[1,2-a]pyridine). Reaction SMILES: [CH:1]([C:3]1[N:7]2[CH:8]=[CH:9][CH:10]=[C:11]([OH:12])[C:6]2=[N:5][C:4]=1[CH3:13])=[O:2].[C:14]([O:18][C:19]([NH:21][C:22]1[CH:29]=[CH:28][CH:27]=[C:26]([CH3:30])[C:23]=1[CH2:24]Cl)=[O:20])([CH3:17])([CH3:16])[CH3:15].[I-].[Na+].C(=O)([O-])[O-].[Na+].[Na+]>CC(C)=O>[C:14]([O:18][C:19]([NH:21][C:22]1[CH:29]=[CH:28][CH:27]=[C:26]([CH3:30])[C:23]=1[CH2:24][O:12][C:11]1[C:6]2[N:7]([C:3]([CH:1]=[O:2])=[C:4]([CH3:13])[N:5]=2)[CH:8]=[CH:9][CH:10]=1)=[O:20])([CH3:17])([CH3:16])[CH3:15] |f:2.3,4.5.6|. Procedure: Starting from 3-formyl-8-hydroxy-2-methylimidazo[1,2-a]pyridine (2.4 g), 2-tert-butoxycarbonylamino-6-methylbenzyl chloride (4.2 g), sodium iodide (2.5 g) and sodium carbonate (3.7 g) in acetone (400 ml) analogously using the process of Example B1 gives, after recrystallization from diisopropyl ether/ethyl acetate, 4.4 g (80%) of the title compound of m.p. 189-191° C.